From a dataset of the Open Reaction Database (ORD), a public repository of structured organic reaction records. describe an organic reaction: reactants, conditions, products, and yield Reactants: C(C)(C)(C)NC(=O)NCC#CCNC(=O)NC=1SC2=C(N1)CCC1=C2N(N=C1)C1=CC=CC=C1 (1-TERT-BUTYL-3-{4-[3-(1-PHENYL-4,5-DIHYDRO-1H-PYRAZOLO[3′,4′:3,4]BENZO[1,2-d]THIAZOL-7-YL)-UREIDO]-BUT-2-YNYL}-UREA), ClCCl (dichloromethane). The solvent is FC(C(=O)O)(F)F (trifluoroacetic acid). Yields the product NCC#CCNC(=O)NC=1SC2=C(N1)CCC1=C2N(N=C1)C1=CC=CC=C1 (1-(4-AMINO-BUT-2-YNYL)-3-(1-PHENYL-4,5-DIHYDRO-1H-PYRAZOLO[3′,4′:3,4]BENZO[1,2-d]THIAZOL-7-YL)-UREA). Reaction SMILES: C(NC([NH:8][CH2:9][C:10]#[C:11][CH2:12][NH:13][C:14]([NH:16][C:17]1[S:18][C:19]2[C:25]3[N:26]([C:29]4[CH:34]=[CH:33][CH:32]=[CH:31][CH:30]=4)[N:27]=[CH:28][C:24]=3[CH2:23][CH2:22][C:20]=2[N:21]=1)=[O:15])=O)(C)(C)C.ClCCl>FC(F)(F)C(O)=O>[NH2:8][CH2:9][C:10]#[C:11][CH2:12][NH:13][C:14]([NH:16][C:17]1[S:18][C:19]2[C:25]3[N:26]([C:29]4[CH:30]=[CH:31][CH:32]=[CH:33][CH:34]=4)[N:27]=[CH:28][C:24]=3[CH2:23][CH2:22][C:20]=2[N:21]=1)=[O:15]. Procedure: 0.1 g (0.2 mmol) of the compound obtained in Example 11 are suspended in 0.5 ml trifluoroacetic acid and 2 ml dichloromethane and stirred overnight at ambient temperature. The reaction mixture is evaporated down, the residue taken up in acetone and the product is precipitated by the addition of ethereal hydrochloric acid. Reactants: C(C)(=O)N1C(CC(C2=CC(=CC=C12)NC(C1=C(C=CC(=C1)OC)Br)=O)(C)C1=CC=CC=C1)(C)C (1-acetyl-4-phenyl-6-(2-bromo-5-methoxybenzoyl)amino-1,2,3,4-tetrahydro-2,2,4-trimethylquinoline), C1(=CC=CC=C1)P(C1=CC=CC=C1)C1=CC=CC=C1 (triphenylphosphine), C1(=CC=CC=C1)B(O)O (benzeneboronic acid), [F-].[Cs+] (cesium fluoride). The reagents and catalysts are C=1C=CC(=CC1)/C=C/C(=O)/C=C/C2=CC=CC=C2.C=1C=CC(=CC1)/C=C/C(=O)/C=C/C2=CC=CC=C2.C=1C=CC(=CC1)/C=C/C(=O)/C=C/C2=CC=CC=C2.[Pd].[Pd] (tris(dibenzylideneacetone)dipalladium(0)). Run in C(OC)COC.C(C)O (dimethoxyethane ethanol). Product: C(C)(=O)N1C(CC(C2=CC(=CC=C12)NC(C1=C(C=CC(=C1)OC)C1=CC=CC=C1)=O)(C)C1=CC=CC=C1)(C)C (1-Acetyl-4-phenyl-6-(2-phenyl-5-methoxybenzoyl)amino-1,2,3,4-tetrahydro-2,2,4-trimethylquinoline). As a reaction SMILES: [C:1]([N:4]1[C:13]2[C:8](=[CH:9][C:10]([NH:14][C:15](=[O:25])[C:16]3[CH:21]=[C:20]([O:22][CH3:23])[CH:19]=[CH:18][C:17]=3Br)=[CH:11][CH:12]=2)[C:7]([C:27]2[CH:32]=[CH:31][CH:30]=[CH:29][CH:28]=2)([CH3:26])[CH2:6][C:5]1([CH3:34])[CH3:33])(=[O:3])[CH3:2].[C:35]1(B(O)O)[CH:40]=[CH:39][CH:38]=[CH:37][CH:36]=1.[F-].[Cs+].C1(P(C2C=CC=CC=2)C2C=CC=CC=2)C=CC=CC=1>C(COC)OC.C(O)C.C1C=CC(/C=C/C(/C=C/C2C=CC=CC=2)=O)=CC=1.C1C=CC(/C=C/C(/C=C/C2C=CC=CC=2)=O)=CC=1.C1C=CC(/C=C/C(/C=C/C2C=CC=CC=2)=O)=CC=1.[Pd].[Pd]>[C:1]([N:4]1[C:13]2[C:8](=[CH:9][C:10]([NH:14][C:15](=[O:25])[C:16]3[CH:21]=[C:20]([O:22][CH3:23])[CH:19]=[CH:18][C:17]=3[C:35]3[CH:40]=[CH:39][CH:38]=[CH:37][CH:36]=3)=[CH:11][CH:12]=2)[C:7]([C:27]2[CH:32]=[CH:31][CH:30]=[CH:29][CH:28]=2)([CH3:26])[CH2:6][C:5]1([CH3:34])[CH3:33])(=[O:3])[CH3:2] |f:2.3,5.6,7.8.9.10.11|. Procedure: Suzuki cross-coupling of 1-acetyl-4-phenyl-6-(2-bromo-5-methoxybenzoyl)amino-1,2,3,4-tetrahydro-2,2,4-trimethylquinoline (30 mg), benzeneboronic acid (25 mg), cesium fluoride (21 mg), triphenylphosphine (7.0 mg) and tris(dibenzylideneacetone)dipalladium(0) (6.0 mg) in dimethoxyethane/ethanol 4:1 (v/v) (5 ml) was performed according to the method described in example 13. Reactants: C1(C=CC(C1)O)O (2-cyclopentene-1,4-diol), solution, C1(=CC=C(C=C1)S(=O)(=O)O)C (p-toluenesulfonic acid), O1CCCC=C1 (2,3-dihydropyran). The reagents and catalysts are O1CCCC1 (tetrahydrofuran), N1=CC=CC=C1 (pyridine). The solvent is C(Cl)Cl (methylene chloride), C(Cl)Cl (methylene chloride). Conditions: time 1 hour. Product: O1C(CCCC1)O[C@H]1C=C[C@H](C1)O (cis-4-tetrahydropyranyloxy 2-cyclopentenol). Isolated yield 71.7%. RXN SMILES: [CH:1]1([OH:7])[CH2:5][CH:4]([OH:6])[CH:3]=[CH:2]1.C1(C)C=CC(S(O)(=O)=O)=CC=1.[O:19]1[CH:24]=[CH:23][CH2:22][CH2:21][CH2:20]1>C(Cl)Cl.N1C=CC=CC=1.O1CCCC1>[O:19]1[CH2:24][CH2:23][CH2:22][CH2:21][CH:20]1[O:6][C@@H:4]1[CH2:5][C@H:1]([OH:7])[CH:2]=[CH:3]1. Reported procedure: To a solution of 5.0 g of 2-cyclopentene-1,4-diol in 300 ml of methylene chloride was added 5 ml of a solution of p-toluenesulfonic acid in tetrahydrofuran (1 millimole/100 ml). A solution of 4.2 g of 2,3-dihydropyran in 30 ml of methylene chloride was then added dropwise with stirring over a period of 1 hour. After stirring overnight at room temperature, 8 drops of pyridine were added. The methylene chloride was evaporated and the residue was dissolved in diethyl ether, washed with water and dr... Starting materials: C([O-])([O-])=O.[Cs+].[Cs+] (cesium carbonate), C1(=CC=CC=C1)P(C1=CC=CC=2C(C3=CC=CC(=C3OC12)P(C1=CC=CC=C1)C1=CC=CC=C1)(C)C)C1=CC=CC=C1 (4,5-bis(diphenylphosphino)-9,9-dimethylxanthene), [Si](C)(C)(C(C)(C)C)O[C@@H]1CC(N[C@H]1CC)=O ((4R,5S)-4-(tert-butyldimethylsilyloxy)-5-ethylpyrrolidin-2-one), IC1=CC(=C(C#N)C=C1)C(F)(F)F (4-iodo-2-trifluoromethylbenzonitrile). The reagents and catalysts are C=1C=CC(=CC1)/C=C/C(=O)/C=C/C2=CC=CC=C2.C=1C=CC(=CC1)/C=C/C(=O)/C=C/C2=CC=CC=C2.C=1C=CC(=CC1)/C=C/C(=O)/C=C/C2=CC=CC=C2.[Pd].[Pd] (tris(dibenzylideneacetone)dipalladium(0)). Yields the product [Si](C)(C)(C(C)(C)C)O[C@H]1[C@@H](N(C(C1)=O)C1=CC(=C(C#N)C=C1)C(F)(F)F)CC (4-[(2S,3R)-3-(tert-butyldimethylsilyloxy)-2-ethyl-5-oxopyrrolidin-1-yl]-2-(trifluoromethyl)benzonitrile), solid. Yield: 78.0%. As a reaction SMILES: [Si:1]([O:8][C@H:9]1[C@H:13]([CH2:14][CH3:15])[NH:12][C:11](=[O:16])[CH2:10]1)([C:4]([CH3:7])([CH3:6])[CH3:5])([CH3:3])[CH3:2].I[C:18]1[CH:25]=[CH:24][C:21]([C:22]#[N:23])=[C:20]([C:26]([F:29])([F:28])[F:27])[CH:19]=1.C(=O)([O-])[O-].[Cs+].[Cs+].C1(P(C2C=CC=CC=2)C2C3OC4C(=CC=CC=4P(C4C=CC=CC=4)C4C=CC=CC=4)C(C)(C)C=3C=CC=2)C=CC=CC=1>C1C=CC(/C=C/C(/C=C/C2C=CC=CC=2)=O)=CC=1.C1C=CC(/C=C/C(/C=C/C2C=CC=CC=2)=O)=CC=1.C1C=CC(/C=C/C(/C=C/C2C=CC=CC=2)=O)=CC=1.[Pd].[Pd]>[Si:1]([O:8][C@@H:9]1[CH2:10][C:11](=[O:16])[N:12]([C:18]2[CH:25]=[CH:24][C:21]([C:22]#[N:23])=[C:20]([C:26]([F:27])([F:29])[F:28])[CH:19]=2)[C@H:13]1[CH2:14][CH3:15])([C:4]([CH3:7])([CH3:6])[CH3:5])([CH3:3])[CH3:2] |f:2.3.4,6.7.8.9.10|. Procedure: Using (4R,5S)-4-(tert-butyldimethylsilyloxy)-5-ethylpyrrolidin-2-one (1.00 g), 4-iodo-2-trifluoromethylbenzonitrile (1.46 g), cesium carbonate (2.08 g), tris(dibenzylideneacetone)dipalladium(0) (193 mg) and 4,5-bis(diphenylphosphino)-9,9-dimethylxanthene (490 mg), and in the same manner as in Reference Example 3, the title compound was obtained as a colorless solid (yield: 1.32 g, 78%). Starting materials: C([O-])(O)=O.[Na+] (sodium bicarbonate), S(=O)(Cl)Cl (thionyl chloride), OC=1C2=C(N=CN1)SC=C2C=2SC=CN2 (4-hydroxy-5-(thiazol-2-yl)thieno[2,3-d]pyrimidine), ice water. Run in CN(C=O)C (N,N-dimethylformamide). Run at temperature 73 celsius. Product: ClC=1C2=C(N=CN1)SC=C2C=2SC=CN2 (4-chloro-5-(thiazol-2-yl)thieno[2,3-d]pyrimidine). Isolated yield 27.1%. Reaction SMILES: S(Cl)([Cl:3])=O.O[C:6]1[C:7]2[C:14]([C:15]3[S:16][CH:17]=[CH:18][N:19]=3)=[CH:13][S:12][C:8]=2[N:9]=[CH:10][N:11]=1.C(=O)(O)[O-].[Na+]>CN(C)C=O>[Cl:3][C:6]1[C:7]2[C:14]([C:15]3[S:16][CH:17]=[CH:18][N:19]=3)=[CH:13][S:12][C:8]=2[N:9]=[CH:10][N:11]=1 |f:2.3|. Procedure: A mixture of thionyl chloride (15 ml, 200 mmol), 4-hydroxy-5-(thiazol-2-yl)thieno[2,3-d]pyrimidine (1.44 g, 12 mmol) and N,N-dimethylformamide (3 mL) was heated at 73° C. for 3 hours and then carefully poured into 200 mL of ice/water. The pH was adjusted to between 7 and 8 with sodium bicarbonate and then the product was extracted with ethyl acetate (2×450 mL). The organic fractions were combined, dried (MgSO4) and concentrated. The resulting residue was purified by column chromatography over si... Reactants: [BH4-], NCCO, CCO, O=Cc1cccc([N+](=O)[O-])c1, [Na+], O. The product is O=[N+]([O-])c1cccc(CNCCO)c1. RXN SMILES: [BH4-:16].[CH2:12]([OH:13])[CH2:14][NH2:15].[CH3:19][CH2:20][OH:21].[N+:1](=[O:2])([O-:3])[c:4]1[cH:5][c:6]([CH:7]=[O:8])[cH:9][cH:10][cH:11]1.[Na+:17].[OH2:18]>>[N+:1](=[O:2])([O-:3])[c:4]1[cH:5][c:6]([CH2:7][NH:15][CH2:14][CH2:12][OH:13])[cH:9][cH:10][cH:11]1. The reactants are O1CCC(CC1)O (tetrahydro-2H-pyran-4-ol), C(C)(=O)OCC (Ethyl acetate), [H-].[Na+] (sodium hydride), BrCC1=CC=C(C#N)C=C1 (4-(bromomethyl)benzonitrile). Solvent: C1CCOC1 (THF), C1CCOC1 (THF). The product is O1CCC(CC1)OCC1=CC=C(C#N)C=C1 (4-[(Tetrahydro-2H-pyran-4-yloxy)methyl]benzonitrile). Yield: 70.8%. Reaction SMILES: [H-].[Na+].[O:3]1[CH2:8][CH2:7][CH:6]([OH:9])[CH2:5][CH2:4]1.Br[CH2:11][C:12]1[CH:19]=[CH:18][C:15]([C:16]#[N:17])=[CH:14][CH:13]=1.C(OCC)(=O)C>C1COCC1>[O:3]1[CH2:8][CH2:7][CH:6]([O:9][CH2:11][C:12]2[CH:19]=[CH:18][C:15]([C:16]#[N:17])=[CH:14][CH:13]=2)[CH2:5][CH2:4]1 |f:0.1|. Procedure details: To a suspension of sodium hydride (60% dispersion in mineral oil; 490 mg, 12.2 mmol) in THF (10 mL) was added a solution of tetrahydro-2H-pyran-4-ol (1.20 g, 12.2 mmol) in THF (2 mL) at rt. The reaction mixture was stirred at it for several minutes and then heated to reflux for 15 min. After cooling to rt, 4-(bromomethyl)benzonitrile (2.00 g, 10.2 mmol) was added, and the reaction mixture was stirred at it over night. Ethyl acetate was added and the mixture was washed with water. The organic lay... Reactants: Br, COc1ccc2c(c1)c(C)c(-c1cccnc1)n2CCCCCC(=O)O. The product is Cc1c(-c2cccnc2)n(CCCCCC(=O)O)c2ccc(O)cc12. Reaction SMILES: [BrH:27].[C:1](=[O:2])([OH:3])[CH2:4][CH2:5][CH2:6][CH2:7][CH2:8][n:9]1[c:10](-[c:21]2[cH:22][n:23][cH:24][cH:25][cH:26]2)[c:11]([CH3:20])[c:12]2[cH:13][c:14]([O:18][CH3:19])[cH:15][cH:16][c:17]12>>[C:1](=[O:2])([OH:3])[CH2:4][CH2:5][CH2:6][CH2:7][CH2:8][n:9]1[c:10](-[c:21]2[cH:22][n:23][cH:24][cH:25][cH:26]2)[c:11]([CH3:20])[c:12]2[cH:13][c:14]([OH:18])[cH:15][cH:16][c:17]12. Starting materials: BrC=1C=C2CCOC(C2=CC1)CC(=O)O ((6-Bromoisochroman-1-yl)acetic acid), CC1=CC=C(C=C1)N1CCN(CC1)C(CC1OCCC2=CC(=CC=C12)Br)=O (1-(4-methylphenyl)-4-[2-(6-bromoisochroman-1-yl)]acetyl piperazine), O.Cl.Cl.C1(OCCC2=CC=CC=C12)CCN1CCN(CC1)C1=C(C=CC=C1)OC (1-[2-(Isochroman-1-yl)ethyl]-4-(2-methoxyphenyl)piperazine dihydrochloride monohydrate), amide. Yields the product CC1=CC=C(C=C1)N1CCN(CC1)CCC1OCCC2=CC(=CC=C12)Br (1-(4-Methylphenyl)-4-[2-(6-bromoisochroman-1-yl)-ethyl]piperazine). As a reaction SMILES: BrC1C=C2C(=CC=1)C(CC(O)=O)OCC2.O.Cl.Cl.C1(CCN2CCN(C3C=CC=CC=3OC)CC2)C2C(=CC=CC=2)CCO1.[CH3:45][C:46]1[CH:51]=[CH:50][C:49]([N:52]2[CH2:57][CH2:56][N:55]([C:58](=O)[CH2:59][CH:60]3[C:69]4[C:64](=[CH:65][C:66]([Br:70])=[CH:67][CH:68]=4)[CH2:63][CH2:62][O:61]3)[CH2:54][CH2:53]2)=[CH:48][CH:47]=1>>[CH3:45][C:46]1[CH:47]=[CH:48][C:49]([N:52]2[CH2:57][CH2:56][N:55]([CH2:58][CH2:59][CH:60]3[C:69]4[C:64](=[CH:65][C:66]([Br:70])=[CH:67][CH:68]=4)[CH2:63][CH2:62][O:61]3)[CH2:54][CH2:53]2)=[CH:50][CH:51]=1 |f:1.2.3.4|. Procedure details: (6-Bromoisochroman-1-yl)acetic acid (EXAMPLE 22, LXVIII) is coupled with 4-methylphenylpiperazine (XI) and the resulting amide, 1-(4-methylphenyl)-4-[2-(6-bromoisochroman-1-yl)]acetyl piperazine (LXIII, 1.49 mmol) is reduced according to the general procedure of EXAMPLE 50 and making non-critical variations, to give the title compound, NMR (300 MHz, CDCl3) 7.32-7.26, 7.07, 6.97, 6.84, 4.78, 4.14-3.07, 3.78-3.69, 3.16, 2.94, 2.7-2.48, 2.26, 2.15-1.90 δ; CMR (75 MHz, CDCl3) 149.0, 136.9, 136.1, 13... The reactants are S(=O)(Cl)Cl (thionyl chloride), C(=O)(O)C1=CN(C2=CC=CC=C12)C1=CC(=NC2=CC=CC=C12)C(F)(F)F (3-carboxy-1-(2-(trifluoromethyl)quinol-4-yl)-1H-indole). The product is Cl.ClC(=O)C1=CN(C2=CC=CC=C12)C1=CC(=NC2=CC=CC=C12)C(F)(F)F (3-chlorocarbonyl-1-(2-(trifluoromethyl)quinol-4-yl)-1H-indole hydrochloride). Reaction SMILES: S(Cl)([Cl:3])=O.[C:5]([C:8]1[C:16]2[C:11](=[CH:12][CH:13]=[CH:14][CH:15]=2)[N:10]([C:17]2[C:26]3[C:21](=[CH:22][CH:23]=[CH:24][CH:25]=3)[N:20]=[C:19]([C:27]([F:30])([F:29])[F:28])[CH:18]=2)[CH:9]=1)(O)=[O:6]>>[ClH:3].[Cl:3][C:5]([C:8]1[C:16]2[C:11](=[CH:12][CH:13]=[CH:14][CH:15]=2)[N:10]([C:17]2[C:26]3[C:21](=[CH:22][CH:23]=[CH:24][CH:25]=3)[N:20]=[C:19]([C:27]([F:30])([F:29])[F:28])[CH:18]=2)[CH:9]=1)=[O:6] |f:2.3|. Procedure details: 5 cm3 of thionyl chloride are added to 0.3 g (0.84 mmol) of 3-carboxy-1-(2-(trifluoromethyl)quinol-4-yl)-1H-indole under an argon atmosphere. After stirring at reflux for 2 hours, the reaction mixture is concentrated to dryness under reduced pressure (2.7 kPa), successively triturated three times with 30 cm3 of dichloromethane and then concentrated to dryness under reduced pressure (2.7 kPa) to give 0.35 g of 3-chlorocarbonyl-1-(2-(trifluoromethyl)quinol-4-yl)-1H-indole hydrochloride in the form...